This data is from the Open Reaction Database (ORD), a public repository of structured organic reaction records. The task is: describe an organic reaction: reactants, conditions, products, and yield Reactants: OC1=CC=2C=C3N(C2C=C1)[C@H](CNC3=O)C ((S)-8-hydroxy-4-methyl-3,4-dihydro-2H-pyrazino[1,2-a]indol-1-one), C(C)(C)N1CCC(CC1)O (1-isopropyl-piperidin-4-ol), C1(=CC=CC=C1)P(C1=CC=CC=C1)C1=CC=CC=C1 (triphenylphosphine), C(C)(C)(C)OC(=O)N=NC(=O)OC(C)(C)C (di-tert-butyl-azodicarboxylate). Yields the product C(C)(C)N1CCC(CC1)OC1=CC=2C=C3N(C2C=C1)[C@H](CNC3=O)C ((S)-8-(1-Isopropyl-piperidin-4-yloxy)-4-methyl-3,4-dihydro-2H-pyrazino[1,2-a]indol-1-one). The yield is 52.0%. As a reaction SMILES: [OH:1][C:2]1[CH:10]=[CH:9][C:8]2[N:7]3[C@@H:11]([CH3:16])[CH2:12][NH:13][C:14](=[O:15])[C:6]3=[CH:5][C:4]=2[CH:3]=1.[CH:17]([N:20]1[CH2:25][CH2:24][CH:23](O)[CH2:22][CH2:21]1)([CH3:19])[CH3:18].C1(P(C2C=CC=CC=2)C2C=CC=CC=2)C=CC=CC=1.C(OC(N=NC(OC(C)(C)C)=O)=O)(C)(C)C>>[CH:17]([N:20]1[CH2:25][CH2:24][CH:23]([O:1][C:2]2[CH:10]=[CH:9][C:8]3[N:7]4[C@@H:11]([CH3:16])[CH2:12][NH:13][C:14](=[O:15])[C:6]4=[CH:5][C:4]=3[CH:3]=2)[CH2:22][CH2:21]1)([CH3:19])[CH3:18]. Reported procedure: The title compound was synthesized in analogy to example 1, from (S)-8-hydroxy-4-methyl-3,4-dihydro-2H-pyrazino[1,2-a]indol-1-one, 1-isopropyl-piperidin-4-ol (commercially available), triphenylphosphine and di-tert-butyl-azodicarboxylate, to give the desired product as a light yellow foam (52%). Starting materials: O=C([O-])[O-], C=C1CCC(C(=O)O)C(C(=O)Cc2c(CC)cc(C)cc2CC)C1, COS(=O)(=O)OC, CC(C)=O, CCOC(C)=O, [K+], [K+]. The product is C=C1CCC(C(=O)OC)C(C(=O)Cc2c(CC)cc(C)cc2CC)C1. RXN SMILES: [C:25](=[O:26])([O-:27])[O-:28].[CH2:1]([CH3:2])[c:3]1[c:4]([CH2:12][C:13](=[O:14])[CH:15]2[CH:16]([C:22](=[O:23])[OH:24])[CH2:17][CH2:18][C:19](=[CH2:21])[CH2:20]2)[c:5]([CH2:10][CH3:11])[cH:6][c:7]([CH3:9])[cH:8]1.[CH3:31][O:32][S:33]([O:34][CH3:35])(=[O:36])=[O:37].[CH3:38][C:39](=[O:40])[CH3:41].[CH3:42][CH2:43][O:44][C:45](=[O:46])[CH3:47].[K+:29].[K+:30]>>[CH2:1]([CH3:2])[c:3]1[c:4]([CH2:12][C:13](=[O:14])[CH:15]2[CH:16]([C:22](=[O:23])[O:24][CH3:25])[CH2:17][CH2:18][C:19](=[CH2:21])[CH2:20]2)[c:5]([CH2:10][CH3:11])[cH:6][c:7]([CH3:9])[cH:8]1. Starting materials: COC=1C=C2C(=C(C=NC2=CC1)C(=O)OCC)Cl (6-methoxy-4-chloro-3-ethoxycarbonylquinoline), CCOC(=O)C.CC(=O)O (EtOAc AcOH), [H][H] (hydrogen). The reagents and catalysts are [Pt] (Pt/C). Solvent: CO (MeOH). Reaction conditions: time 30 minute. The product is COC=1C=C2CC(CNC2=CC1)C(=O)OCC (6-methoxy-3-ethoxycarbonyl-1,2,3,4-tetrahydroquinoline). Reaction SMILES: [CH3:1][O:2][C:3]1[CH:4]=[C:5]2[C:10](=[CH:11][CH:12]=1)[N:9]=[CH:8][C:7]([C:13]([O:15][CH2:16][CH3:17])=[O:14])=[C:6]2Cl.CCOC(C)=O.CC(O)=O.[H][H]>CO.[Pt]>[CH3:1][O:2][C:3]1[CH:4]=[C:5]2[C:10](=[CH:11][CH:12]=1)[NH:9][CH2:8][CH:7]([C:13]([O:15][CH2:16][CH3:17])=[O:14])[CH2:6]2 |f:1.2|. Reported procedure: To a suspension of 6-methoxy-4-chloro-3-ethoxycarbonyl-quinoline (Step B, 20 g, 0.075 mol) in 1/1 EtOAc/AcOH (560 mL) in a Parr hydrogenation apparatus bottle kept under inert atmosphere was added Pt/C 10% (2 g). The mixture was hydrogenated under 60 psi hydrogen at RT for 2 h using a Parr hydrogenation apparatus. The resulting mixture was diluted with MeOH and filtered. The solid was washed several times with a 1/1 MeOH/CH2Cl2 mixture and the solvents were removed under vacuum. The resulting so... The reactants are O=C([O-])[O-], CC(=O)c1ccc(O)cc1, CC(C)=O, [K+], [K+], O, BrCCCc1ccccc1. Yields the product CC(=O)c1ccc(OCCCc2ccccc2)cc1. RXN SMILES: [C:21](=[O:22])([O-:23])[O-:24].[CH3:1][C:2](=[O:3])[c:4]1[cH:5][cH:6][c:7]([OH:8])[cH:9][cH:10]1.[CH3:27][C:28](=[O:29])[CH3:30].[K+:25].[K+:26].[OH2:31].[c:11]1([CH2:17][CH2:18][CH2:19][Br:20])[cH:12][cH:13][cH:14][cH:15][cH:16]1>>[CH3:1][C:2](=[O:3])[c:4]1[cH:5][cH:6][c:7]([O:8][CH2:19][CH2:18][CH2:17][c:11]2[cH:12][cH:13][cH:14][cH:15][cH:16]2)[cH:9][cH:10]1. The reactants are CN(C)C=O, CC(C)(C)OC(=O)NC(CNC(=O)OCC1c2ccccc2-c2ccccc21)C(=O)O, C(=NC1CCCCC1)=NC1CCCCC1, ClCCl, O=C(NCc1cccc(O)c1)c1ccc(C(=O)O)c(Cl)c1, O=C(O)C(F)(F)F, O, NC(CNC(=O)OCC1c2ccccc2-c2ccccc21)C(=O)O. Product: O=C(NCC(NC(=O)c1ccc(C(=O)NCc2cccc(O)c2)cc1Cl)C(=O)O)OCC1c2ccccc2-c2ccccc21. As a reaction SMILES: [CH3:102][N:103]([CH3:104])[CH:105]=[O:106].[CH3:1][C:2]([CH3:3])([O:4][C:5](=[O:6])[NH:7][CH:8]([CH2:9][NH:10][C:11](=[O:12])[O:13][CH2:14][CH:15]1[c:16]2[cH:17][cH:18][cH:19][cH:20][c:21]2-[c:22]2[cH:23][cH:24][cH:25][cH:26][c:27]21)[C:28](=[O:29])[OH:30])[CH3:31].[CH:87]1([N:88]=[C:89]=[N:90][CH:91]2[CH2:92][CH2:93][CH2:94][CH2:95][CH2:96]2)[CH2:97][CH2:98][CH2:99][CH2:100][CH2:101]1.[Cl:56][CH2:57][Cl:58].[Cl:66][c:67]1[c:68]([C:69]([OH:70])=[O:71])[cH:72][cH:73][c:74]([C:76](=[O:77])[NH:78][CH2:79][c:80]2[cH:81][c:82]([OH:86])[cH:83][cH:84][cH:85]2)[cH:75]1.[F:59][C:60]([F:61])([F:62])[C:63]([OH:64])=[O:65].[OH2:107].[cH:32]1[c:33]2[c:52]([cH:53][cH:54][cH:55]1)-[c:47]1[c:46]([cH:51][cH:50][cH:49][cH:48]1)[CH:34]2[CH2:35][O:36][C:37]([NH:38][CH2:39][CH:40]([C:41]([OH:42])=[O:43])[NH2:44])=[O:45]>>[C:5](=[O:6])([NH:7][CH:8]([CH2:9][NH:10][C:11](=[O:12])[O:13][CH2:14][CH:15]1[c:16]2[cH:17][cH:18][cH:19][cH:20][c:21]2-[c:22]2[cH:23][cH:24][cH:25][cH:26][c:27]21)[C:28](=[O:29])[OH:30])[c:68]1[c:67]([Cl:66])[cH:75][c:74]([C:76](=[O:77])[NH:78][CH2:79][c:80]2[cH:81][c:82]([OH:86])[cH:83][cH:84][cH:85]2)[cH:73][cH:72]1. Reactants: OC=1C=C2CCCC(C2=CC1)=O (6-hydroxy-3,4-dihydro-1(2H)-naphthalenone), ClC1=NC(=CC=C1)C(F)(F)F (2-chloro-6-(trifluoromethyl)pyridine), C([O-])([O-])=O.[K+].[K+] (potassium carbonate). Run in O (water), C(C)#N (ACN). Conditions: temperature 120 celsius. Yields the product FC(C1=CC=CC(=N1)OC=1C=C2CCCC(C2=CC1)=O)(F)F (6-{[6-(trifluoromethyl)pyridin-2-yl]oxy}-1,2,3,4-tetrahydronaphthalen-1-one). Isolated yield 61.3%. As a reaction SMILES: [OH:1][C:2]1[CH:3]=[C:4]2[C:9](=[CH:10][CH:11]=1)[C:8](=[O:12])[CH2:7][CH2:6][CH2:5]2.Cl[C:14]1[CH:19]=[CH:18][CH:17]=[C:16]([C:20]([F:23])([F:22])[F:21])[N:15]=1.C(=O)([O-])[O-].[K+].[K+]>C(#N)C.O>[F:21][C:20]([F:23])([F:22])[C:16]1[N:15]=[C:14]([O:1][C:2]2[CH:3]=[C:4]3[C:9](=[CH:10][CH:11]=2)[C:8](=[O:12])[CH2:7][CH2:6][CH2:5]3)[CH:19]=[CH:18][CH:17]=1 |f:2.3.4|. Procedure: To a solution of 6-hydroxy-3,4-dihydro-1(2H)-naphthalenone (5.0 g, 30.8 mmol) and 2-chloro-6-(trifluoromethyl)pyridine (5.87 g, 32.3 mmol) in ACN (100 mL) was added potassium carbonate (6.39 g, 46.2 mmol), and the reaction was heated at 120° C. in a sealed vessel overnight. The reaction was cooled, diluted with water (100 mL), and extracted with EtOAc (100 mL×3). Organics were dried (Na2SO4), and concentrated. Purification by silica gel chromatography (10-80% EtOAc/hexanes) gave 5.8 g (61%) of t... Reactants: CI (methyl iodide), BrC=1C(=NC=C(C1)C(F)(F)F)O (3-bromo-2-hydroxy-5-(trifluoromethyl)pyridine), CI (methyl iodide). Reagents/catalysts: C([O-])([O-])=O.[Ag+2] (silver carbonate). The solvent is ClCCl (dichloromethane), C(Cl)(Cl)Cl (chloroform). Reaction conditions: time 2 hour. The product is BrC=1C(N(C=C(C1)C(F)(F)F)C)=O (3-bromo-1-methyl-5-(trifluoromethyl)pyridin-2(1H)-one). Isolated yield 49.6%. RXN SMILES: [Br:1][C:2]1[C:3]([OH:12])=[N:4][CH:5]=[C:6]([C:8]([F:11])([F:10])[F:9])[CH:7]=1.[CH3:13]I>C(Cl)(Cl)Cl.ClCCl.C(=O)([O-])[O-].[Ag+2]>[Br:1][C:2]1[C:3](=[O:12])[N:4]([CH3:13])[CH:5]=[C:6]([C:8]([F:11])([F:9])[F:10])[CH:7]=1 |f:4.5|. Procedure: To a solution of 3-bromo-2-hydroxy-5-(trifluoromethyl)pyridine (1.0097 g, 4.1724 mmol) in chloroform (20 mL) was added silver carbonate (1.1964 g, 4.3388 mmol) and methyl iodide (0.40 mL, 6.4 mmol). The reaction mixture was stirred at room temperature for two hours and then at 40° C. for 24 hours. Additional methyl iodide (0.40 mL, 6.4 mmol) was added and the reaction kept at 40° C. for an additional 15 hours. The reaction mixture was then diluted with dichloromethane, filtered through celite, a... The reactants are [BH3-]C#N, COC(=O)c1ccc(C(=O)N2CCN(c3ncccc3N)CC2)nc1, CO, CC(=O)O, CC=O, [Na+], O. Yields the product CCNc1cccnc1N1CCN(C(=O)c2ccc(C(=O)OC)cn2)CC1. Reaction SMILES: [C:31]([BH3-:32])#[N:33].[CH3:1][O:2][C:3]([c:4]1[cH:5][n:6][c:7]([C:10](=[O:11])[N:12]2[CH2:13][CH2:14][N:15]([c:18]3[n:19][cH:20][cH:21][cH:22][c:23]3[NH2:24])[CH2:16][CH2:17]2)[cH:8][cH:9]1)=[O:25].[CH3:26][OH:27].[CH3:36][C:37](=[O:38])[OH:39].[CH:28]([CH3:29])=[O:30].[Na+:34].[OH2:35]>>[CH3:1][O:2][C:3]([c:4]1[cH:5][n:6][c:7]([C:10](=[O:11])[N:12]2[CH2:13][CH2:14][N:15]([c:18]3[n:19][cH:20][cH:21][cH:22][c:23]3[NH:24][CH2:28][CH3:29])[CH2:16][CH2:17]2)[cH:8][cH:9]1)=[O:25].